From a dataset of the Open Reaction Database (ORD), a public repository of structured organic reaction records. describe an organic reaction: reactants, conditions, products, and yield Reactants: BrC=1C=C(C2=CC=CC=C2C1)C(=O)NC=1C(=C(C(=O)OC)C=CC1C)C (methyl 3-(3-bromo-1-naphthamido)-2,4-dimethylbenzoate), C(C)(C)(C)[Si](OC1CCNCC1)(C)C (tert-butyl-dimethyl-(4-piperidyloxy)silane), C(=O)([O-])[O-].[Cs+].[Cs+] (Cs2CO3), COC=1C=CC=C(C1C=2C=CC=CC2P(C3CCCCC3)C4CCCCC4)OC (S-Phos). Reagents/catalysts: C=1C=CC(=CC1)/C=C/C(=O)/C=C/C2=CC=CC=C2.C=1C=CC(=CC1)/C=C/C(=O)/C=C/C2=CC=CC=C2.C=1C=CC(=CC1)/C=C/C(=O)/C=C/C2=CC=CC=C2.[Pd].[Pd] (Pd2(dba)3). The solvent is O1CCOCC1 (1,4-dioxane). Reaction conditions: temperature 80 celsius. Product: [Si](C)(C)(C(C)(C)C)OC1CCN(CC1)C=1C=C(C2=CC=CC=C2C1)C(=O)NC=1C(=C(C(=O)OC)C=CC1C)C (methyl 3-[[3-[4-[tert-butyl(dimethyl)silyl]oxy-1-piperidyl]naphthalene-1-carbonyl]amino]-2,4-dimethyl-benzoate). RXN SMILES: Br[C:2]1[CH:3]=[C:4]([C:12]([NH:14][C:15]2[C:16]([CH3:26])=[C:17]([CH:22]=[CH:23][C:24]=2[CH3:25])[C:18]([O:20][CH3:21])=[O:19])=[O:13])[C:5]2[C:10]([CH:11]=1)=[CH:9][CH:8]=[CH:7][CH:6]=2.[C:27]([Si:31]([CH3:40])([CH3:39])[O:32][CH:33]1[CH2:38][CH2:37][NH:36][CH2:35][CH2:34]1)([CH3:30])([CH3:29])[CH3:28].C([O-])([O-])=O.[Cs+].[Cs+].COC1C=CC=C(OC)C=1C1C=CC=CC=1P(C1CCCCC1)C1CCCCC1>O1CCOCC1.C1C=CC(/C=C/C(/C=C/C2C=CC=CC=2)=O)=CC=1.C1C=CC(/C=C/C(/C=C/C2C=CC=CC=2)=O)=CC=1.C1C=CC(/C=C/C(/C=C/C2C=CC=CC=2)=O)=CC=1.[Pd].[Pd]>[Si:31]([O:32][CH:33]1[CH2:34][CH2:35][N:36]([C:2]2[CH:3]=[C:4]([C:12]([NH:14][C:15]3[C:16]([CH3:26])=[C:17]([CH:22]=[CH:23][C:24]=3[CH3:25])[C:18]([O:20][CH3:21])=[O:19])=[O:13])[C:5]3[C:10]([CH:11]=2)=[CH:9][CH:8]=[CH:7][CH:6]=3)[CH2:37][CH2:38]1)([C:27]([CH3:30])([CH3:29])[CH3:28])([CH3:40])[CH3:39] |f:2.3.4,7.8.9.10.11|. Procedure details: To a solution of methyl 3-(3-bromo-1-naphthamido)-2,4-dimethylbenzoate (0.48 g, 0.0011 mol), tert-butyl-dimethyl-(4-piperidyloxy)silane (0.75 g, 0.0034 mol, see preparation 3) and Cs2CO3 (1.00 g, 0.0033 mol) in 1,4-dioxane (8 ml) is added Pd2(dba)3 (0.10 g, 0.00011 mol) followed by S-Phos (0.045 g, 0.00011 mol). The reaction mixture is purged with nitrogen for 5 minutes and then stirred at 80° C. The reactants are Cl.ClC=1C=C(C=CC1Cl)NC(=O)N1CCNCC1 (N-(3,4-dichlorophenyl)piperazine-1-carboxamide hydrochloride), C(C)(C)N(C(C)C)CC (N,N-diisopropylethylamine), [BH-](OC(=O)C)(OC(=O)C)OC(=O)C.[Na+] (NaBH(OAc)3), [OH-].[Na+] (NaOH), CC(=O)OI1(C=2C=CC=CC2C(=O)O1)(OC(=O)C)OC(=O)C (Dess-Martin periodinane), OC[C@H]1CN(CCO1)C(=O)OC(C)(C)C (tert-butyl (2R)-2-(hydroxymethyl)morpholine-4-carboxylate), S(=S)(=O)([O-])[O-].[Na+].[Na+] (sodium thiosulfate). Solvent: ClCCl (dichloromethane), C(Cl)Cl (DCM). Conditions: time 2 hour. The product is ClC=1C=C(C=CC1Cl)NC(=O)N1CCN(CC1)C[C@H]1CN(CCO1)C(=O)OC(C)(C)C (tert-Butyl (2S)-2-[(4-{[(3,4-dichlorophenyl)amino]carbonyl}piperazin-1-yl)methyl]-morpholine-4-carboxylate). Yield: 24.1%. Reaction SMILES: CC(OI1(OC(C)=O)(OC(C)=O)OC(=O)C2C=CC=CC1=2)=O.O[CH2:24][C@@H:25]1[O:30][CH2:29][CH2:28][N:27]([C:31]([O:33][C:34]([CH3:37])([CH3:36])[CH3:35])=[O:32])[CH2:26]1.S([O-])([O-])(=O)=S.[Na+].[Na+].Cl.[Cl:46][C:47]1[CH:48]=[C:49]([NH:54][C:55]([N:57]2[CH2:62][CH2:61][NH:60][CH2:59][CH2:58]2)=[O:56])[CH:50]=[CH:51][C:52]=1[Cl:53].C(N(CC)C(C)C)(C)C.[BH-](OC(C)=O)(OC(C)=O)OC(C)=O.[Na+].[OH-].[Na+]>C(Cl)Cl>[Cl:46][C:47]1[CH:48]=[C:49]([NH:54][C:55]([N:57]2[CH2:62][CH2:61][N:60]([CH2:24][C@@H:25]3[O:30][CH2:29][CH2:28][N:27]([C:31]([O:33][C:34]([CH3:35])([CH3:36])[CH3:37])=[O:32])[CH2:26]3)[CH2:59][CH2:58]2)=[O:56])[CH:50]=[CH:51][C:52]=1[Cl:53] |f:2.3.4,5.6,8.9,10.11|. Procedure: Dess-Martin periodinane (8.60 g) was added to tert-butyl (2R)-2-(hydroxymethyl)morpholine-4-carboxylate (4.00 g) in dry DCM at 0° C. The reaction was warmed to RT and stirred for a further 2 h. Aqueous sodium thiosulfate (10% w/v, 50 ml) was added and the DCM layer was removed then dried (MgSO4), filtered and evaporated to form the crude aldehyde. The residue was then dissolved in dry dichloromethane (100 ml) followed by addition of N-(3,4-dichlorophenyl)piperazine-1-carboxamide hydrochloride (5...